This data is from the Open Reaction Database (ORD), a public repository of structured organic reaction records. The task is: describe an organic reaction: reactants, conditions, products, and yield The reactants are BrC1=CC(=C(C=N1)N)C (6-bromo-4-methylpyridin-3-amine), C(C)(=O)O (acetic acid), N(=O)[O-].[Na+] (Sodium nitrite). Solvent: O (water). Conditions: time 15 minute. Product: BrC=1C=C2C(=CN1)NN=C2 (5-bromo-1H-pyrazolo[3,4-c]pyridine). Isolated yield 79.1%. Reaction SMILES: [Br:1][C:2]1[N:7]=[CH:6][C:5]([NH2:8])=[C:4]([CH3:9])[CH:3]=1.C(O)(=O)C.[N:14]([O-])=O.[Na+]>O>[Br:1][C:2]1[CH:3]=[C:4]2[CH:9]=[N:14][NH:8][C:5]2=[CH:6][N:7]=1 |f:2.3|. Reported procedure: To a solution of 6-bromo-4-methylpyridin-3-amine (7.76 g, 0.0415 mol) in acetic acid (412.8 mL, 7.260 mol) was added Sodium nitrite (2.87 g, 0.0416 mol) in 4.0 ml water (Bioorg. Med. Chem. 15 (2007) 2441-2452). The reaction was stirred for 15 min and allowed to stand at room temperature (rt) for 2 days (d). The reaction was concentrated and diluted EtOAc then washed with NaHCO3 and brine. The organic layer was dried Na2SO4, filtered and concentrated. The crude was purified by chromatography (DCM... Starting materials: CO, Cc1ccc([N+](=O)[O-])c(N)c1C. Product: Cc1ccc(N)c(N)c1C. Reaction SMILES: [CH3:13][OH:14].[CH3:1][c:2]1[c:3]([NH2:4])[c:5]([N+:10]([O-:11])=[O:12])[cH:6][cH:7][c:8]1[CH3:9]>>[CH3:1][c:2]1[c:3]([NH2:4])[c:5]([NH2:10])[cH:6][cH:7][c:8]1[CH3:9]. Starting materials: CN(C=O)C (dimethylformamide), C([O-])([O-])=O.[K+].[K+] (potassium carbonate), β-bromo-phenethanol, N1CCC(=CC1)C1=CNC2=CC=C(C=C12)Cl (3-[1,2,3,6-tetrahydro-4-pyridinyl]-5-chloro-1H-indole). Run in O (water). Reaction conditions: time 30 minute. Product: O(C1=CC=CC=C1)CCN1CCC(=CC1)C1=CNC2=CC=C(C=C12)Cl (3-[1-(2-phenoxyethyl)-1,2,3,6-tetrahydro-4-pyridinyl]-5-chloro-1H-indole). Reaction SMILES: N1C[CH:5]=[C:4]([C:7]2[C:15]3[C:10](=[CH:11][CH:12]=[C:13]([Cl:16])[CH:14]=3)[NH:9][CH:8]=2)[CH2:3]C1.[CH3:17][N:18]([CH3:21])[CH:19]=O.[C:22](=[O:25])([O-])[O-].[K+].[K+]>O>[O:25]([CH2:22][CH2:17][N:18]1[CH2:21][CH:5]=[C:4]([C:7]2[C:15]3[C:10](=[CH:11][CH:12]=[C:13]([Cl:16])[CH:14]=3)[NH:9][CH:8]=2)[CH2:3][CH2:19]1)[C:10]1[CH:15]=[CH:14][CH:13]=[CH:12][CH:11]=1 |f:2.3.4|. Procedure details: A mixture of 8 g of 3-[1,2,3,6-tetrahydro-4-pyridinyl]-5-chloro-1H-indole [described in French Pat. No. 2,362,628], 80 ml of dimethylformamide, 7.5 g of potassium carbonate and 9 g of β-bromo-phenethanol was stirred at 50° C. under an inert atmosphere for 2 hours and was then cooled to room temperature and was slowly diluted with 400 ml of distilled water. The mixture was stirred for 30 minutes and was vacuum filtered. The recovered product was washed with water, then with a 1-1 water-ethanol mi... The reactants are COCCOC, NCc1ccccc1Cl, CS(=O)c1nc(N)nc(-c2ccco2)c1C#N. Product: N#Cc1c(NCc2ccccc2Cl)nc(N)nc1-c1ccco1. As a reaction SMILES: [CH3:27][O:28][CH2:29][CH2:30][O:31][CH3:32].[Cl:18][c:19]1[c:20]([CH2:21][NH2:22])[cH:23][cH:24][cH:25][cH:26]1.[NH2:1][c:2]1[n:3][c:4]([S:15]([CH3:16])=[O:17])[c:5]([C:13]#[N:14])[c:6](-[c:8]2[o:9][cH:10][cH:11][cH:12]2)[n:7]1>>[NH2:1][c:2]1[n:3][c:4]([NH:22][CH2:21][c:20]2[c:19]([Cl:18])[cH:26][cH:25][cH:24][cH:23]2)[c:5]([C:13]#[N:14])[c:6](-[c:8]2[o:9][cH:10][cH:11][cH:12]2)[n:7]1. The reactants are FC1=C(C=CC(=C1)[N+](=O)[O-])C(C(=O)OC)C(=O)OC (dimethyl 2-(2-fluoro-4-nitrophenyl)malonate), C(C=C)#N (acrylonitrile), CO[Na] (CH3ONa). Run in CO (CH3OH). Yields the product C(#N)CCC(C(=O)OC)C1=C(C=C(C=C1)[N+](=O)[O-])F (methyl 4-cyano-2-(2-fluoro-4-nitrophenyl)butanoate). Isolated yield 64.9%. As a reaction SMILES: [F:1][C:2]1[CH:7]=[C:6]([N+:8]([O-:10])=[O:9])[CH:5]=[CH:4][C:3]=1[CH:11]([C:16](OC)=O)[C:12]([O:14][CH3:15])=[O:13].[C:20](#[N:23])[CH:21]=C.CO[Na]>CO>[C:20]([CH2:21][CH2:16][CH:11]([C:3]1[CH:4]=[CH:5][C:6]([N+:8]([O-:10])=[O:9])=[CH:7][C:2]=1[F:1])[C:12]([O:14][CH3:15])=[O:13])#[N:23]. Procedure details: To a solution of compound 65 (3 g, 11 mmol) and acrylonitrile (3.2 mL, 51 mmol) in absolute CH3OH (50 mL) was added a catalytic amount of CH3ONa (71 mg, 1.32 mmol) at room temperature with stirring under N2. The mixture was stirred at room temperature for overnight under N2. The mixture was diluted with aqNaHCO3 and extracted with DCM. The combined organic layers were washed with brine, dried over Na2SO4, concentrated and purified with silica gel column chromatography (PE:EtOAc=5:1) to give comp... Starting materials: CC1CN(c2nc3c(N4CCOCC4)nc(-c4cnc(N)nc4)nc3n2CC(F)(F)F)CCN1, [Na+], C1CCOC1, [OH-]. Reaction SMILES: [CH3:1][CH:2]1[CH2:3][N:4]([c:8]2[n:9]([CH2:30][C:31]([F:32])([F:33])[F:34])[c:10]3[n:11][c:12](-[c:23]4[cH:24][n:25][c:26]([NH2:29])[n:27][cH:28]4)[n:13][c:14]([N:17]4[CH2:18][CH2:19][O:20][CH2:21][CH2:22]4)[c:15]3[n:16]2)[CH2:5][CH2:6][NH:7]1.[Na+:36].[O:37]1[CH2:38][CH2:41][CH2:40][CH2:39]1.[OH-:35]>>[CH3:1][CH:2]1[CH2:3][N:4]([c:8]2[n:9]([CH2:30][C:31]([F:32])([F:33])[F:34])[c:10]3[n:11][c:12](-[c:23]4[cH:24][n:25][c:26]([NH2:29])[n:27][cH:28]4)[n:13][c:14]([N:17]4[CH2:18][CH2:19][O:20][CH2:21][CH2:22]4)[c:15]3[n:16]2)[CH2:5][CH2:6][N:7]1[CH:38]=[O:37]. Product: CC1CN(c2nc3c(N4CCOCC4)nc(-c4cnc(N)nc4)nc3n2CC(F)(F)F)CCN1C=O. Starting materials: Cc1ccccc1, Cc1oc(-c2ccccc2)nc1COc1ccc(CO)cc1, O, O=S(Cl)Cl. The product is Cc1oc(-c2ccccc2)nc1COc1ccc(CCl)cc1. As a reaction SMILES: [CH3:28][c:29]1[cH:30][cH:31][cH:32][cH:33][cH:34]1.[CH3:5][c:6]1[c:7]([CH2:17][O:18][c:19]2[cH:20][cH:21][c:22]([CH2:23][OH:24])[cH:25][cH:26]2)[n:8][c:9](-[c:11]2[cH:12][cH:13][cH:14][cH:15][cH:16]2)[o:10]1.[OH2:27].[S:1]([Cl:2])([Cl:3])=[O:4]>>[Cl:3][CH2:23][c:22]1[cH:21][cH:20][c:19]([O:18][CH2:17][c:7]2[c:6]([CH3:5])[o:10][c:9](-[c:11]3[cH:12][cH:13][cH:14][cH:15][cH:16]3)[n:8]2)[cH:26][cH:25]1. Reactants: C(C)OC(=O)C=P(C1=CC=CC=C1)(C1=CC=CC=C1)C1=CC=CC=C1 (ethoxycarbonylmethylenetriphenylphosphorane), OC1N(C(C2=CC=CC=C12)=O)C (3-hydroxy-2-methyl-2,3-dihydroisoindol-1-one). The solvent is C1(=CC=CC=C1)C (toluene). Conditions: temperature 20 celsius, time 16 hour. Yields the product CN1C(C2=CC=CC=C2C1=O)CC(=O)OCC (ethyl (2-methyl-3-oxo-2,3-dihydro-1H-isoindol-1-yl)acetate). Isolated yield 63.7%. RXN SMILES: [CH2:1]([O:3][C:4]([CH:6]=P(C1C=CC=CC=1)(C1C=CC=CC=1)C1C=CC=CC=1)=[O:5])[CH3:2].O[CH:27]1[C:35]2[C:30](=[CH:31][CH:32]=[CH:33][CH:34]=2)[C:29](=[O:36])[N:28]1[CH3:37]>C1(C)C=CC=CC=1>[CH3:37][N:28]1[C:29](=[O:36])[C:30]2[C:35](=[CH:34][CH:33]=[CH:32][CH:31]=2)[CH:27]1[CH2:6][C:4]([O:3][CH2:1][CH3:2])=[O:5]. Procedure: 11.5 g of ethoxycarbonylmethylenetriphenylphosphorane are added to a suspension of 4.5 g of 3-hydroxy-2-methyl-2,3-dihydroisoindol-1-one in 110 cm3 of toluene. The reaction mixture is refluxed with stirring for 16 hours and then cooled to a temperature in the region of 20° C. The mixture is then concentrated to dryness under reduced pressure (2 kPa) at a temperature in the region of 40° C. The residual oil is taken up in 50 cm3 of diethyl ether. The precipitate formed is filtered off and then wa...